This data is from the Open Reaction Database (ORD), a public repository of structured organic reaction records. The task is: describe an organic reaction: reactants, conditions, products, and yield Starting materials: BrC1=CC2=C(NC(NC2=O)=O)N=C1 (6-bromo-1H-pyrido[2,3-d]pyrimidine-2,4-dione), C(C=C)(=O)OC(C)(C)C (tert-butyl acrylate), C(C)N(C(C)C)C(C)C ((i-Pr)2EtN), CC1=C(C=CC=C1)P(C2=C(C=CC=C2)C)C3=C(C=CC=C3)C (P(o-tol)3). The reagents and catalysts are CC(=O)[O-].CC(=O)[O-].[Pd+2] (Pd(OAc)2). The solvent is C(CC)#N (propionitrile), CN(C)C=O (DMF). Product: O=C1NC(C2=C(N1)N=CC(=C2)/C=C/C(=O)O)=O ((E)-3-(2,4-dioxo-1,2,3,4-tetrahydro-pyrido[2,3-d]pyrimidin-6-yl)acrylic acid). Yield: 103.6%. As a reaction SMILES: Br[C:2]1[CH:13]=[N:12][C:5]2[NH:6][C:7](=[O:11])[NH:8][C:9](=[O:10])[C:4]=2[CH:3]=1.[C:14]([O:18]C(C)(C)C)(=[O:17])[CH:15]=[CH2:16].C(N(C(C)C)C(C)C)C.CC1C=CC=CC=1P(C1C=CC=CC=1C)C1C=CC=CC=1C>C(#N)CC.CN(C=O)C.CC([O-])=O.CC([O-])=O.[Pd+2]>[O:11]=[C:7]1[NH:6][C:5]2[N:12]=[CH:13][C:2](/[CH:16]=[CH:15]/[C:14]([OH:18])=[O:17])=[CH:3][C:4]=2[C:9](=[O:10])[NH:8]1 |f:6.7.8|. Reported procedure: A suspension of 6-bromo-1H-pyrido[2,3-d]pyrimidine-2,4-dione (430 mg, 1.59 mmol) in propionitrile (8 mL) and DMF (2 mL) was treated with tert-butyl acrylate (0.93 mL, 6.4 mmol), (i-Pr)2EtN (0.6 mL, 3.3 mmol) and P(o-tol)3 (100 mg, 0.32 mmol). The solution was deoxygenated with Ar for 20 min. Pd(OAc)2 (36 mg, 0.16 mmol) was added and the mixture was deoxygenated with a stream of Ar for 10 min. The mixture was heated to reflux for 17 h, then allowed to cool. The resulting precipitate was isolated ... Starting materials: CCO, COC(=O)c1cnc(NC(=O)c2nnn(Cc3ccc(Cl)c(Cl)c3)c2C)s1, [Na+], [OH-]. Yields the product Cc1c(C(=O)Nc2ncc(C(=O)O)s2)nnn1Cc1ccc(Cl)c(Cl)c1. As a reaction SMILES: [CH3:30][CH2:31][OH:32].[Cl:1][c:2]1[cH:3][c:4]([CH2:9][n:10]2[n:11][n:12][c:13]([C:16](=[O:17])[NH:18][c:19]3[s:20][c:21]([C:24](=[O:25])[O:26][CH3:27])[cH:22][n:23]3)[c:14]2[CH3:15])[cH:5][cH:6][c:7]1[Cl:8].[Na+:29].[OH-:28]>>[Cl:1][c:2]1[cH:3][c:4]([CH2:9][n:10]2[n:11][n:12][c:13]([C:16](=[O:17])[NH:18][c:19]3[s:20][c:21]([C:24](=[O:25])[OH:26])[cH:22][n:23]3)[c:14]2[CH3:15])[cH:5][cH:6][c:7]1[Cl:8]. Reactants: CNC, O=[N+]([O-])c1ccc(F)c(Cl)c1, Cl, [K+], [K+], O=C([O-])[O-], O. The product is CN(C)c1ccc([N+](=O)[O-])cc1Cl. Reaction SMILES: [CH3:13][NH:14][CH3:15].[Cl:1][c:2]1[cH:3][c:4]([N+:9](=[O:10])[O-:11])[cH:5][cH:6][c:7]1[F:8].[ClH:12].[K+:16].[K+:17].[O-:18][C:19]([O-:20])=[O:21].[OH2:22]>>[Cl:1][c:2]1[cH:3][c:4]([N+:9](=[O:10])[O-:11])[cH:5][cH:6][c:7]1[N:14]([CH3:13])[CH3:15]. Starting materials: FC(C(C)(C)NC=C(C#N)CC#N)(F)F (2-(((1,1,1-trifluoro-2-methylpropan-2-yl)amino)methylene)-succinonitrile), [OH-].[K+] (KOH). Solvent: CCO (EtOH), O (water). Conditions: time 4 hour. Product: NC1=CC(=CN1C(C(F)(F)F)(C)C)C#N (5-Amino-1-(1,1,1-trifluoro-2-methylpropan-2-yl)-1H-pyrrole-3-carbonitrile). Reaction SMILES: [F:1][C:2]([F:15])([F:14])[C:3]([NH:6][CH:7]=[C:8]([CH2:11][C:12]#[N:13])[C:9]#[N:10])([CH3:5])[CH3:4].[OH-].[K+]>CCO.O>[NH2:13][C:12]1[N:6]([C:3]([CH3:5])([CH3:4])[C:2]([F:14])([F:15])[F:1])[CH:7]=[C:8]([C:9]#[N:10])[CH:11]=1 |f:1.2|. Reported procedure: A solution of 2-(((1,1,1-trifluoro-2-methylpropan-2-yl)amino)methylene)-succinonitrile (187.2 mg, 0.862 mmol) in EtOH (539 μl) was added to a solution of KOH (87 mg, 1.551 mmol) in water (539 μl) at RT. After being stirred at RT for 4 h, the reaction mixture was concentrated under reduced pressure. The residual brown solid was taken up in water and sonicated. The resulting precipitate was collected by filtration, dissolved in EtOAc, washed with brine, dried over anhydrous Na2SO4, filtered and co... RXN SMILES: [Br:6][c:7]1[cH:8][c:9]2[cH:10][cH:11][cH:12][n:13][c:14]2[cH:15][cH:16]1.[CH2:1]([Li:2])[CH2:3][CH2:4][CH3:5].[CH3:17][N:18]([CH:19]=[O:20])[CH3:21].[CH3:24][CH2:25][O:26][CH2:27][CH3:28].[Cl-:22].[NH4+:23]>>[c:7]1([CH:19]=[O:20])[cH:8][c:9]2[cH:10][cH:11][cH:12][n:13][c:14]2[cH:15][cH:16]1. Product: O=Cc1ccc2ncccc2c1. The reactants are Brc1ccc2ncccc2c1, [Li]CCCC, CN(C)C=O, CCOCC, [Cl-], [NH4+].